From a dataset of the Open Reaction Database (ORD), a public repository of structured organic reaction records. describe an organic reaction: reactants, conditions, products, and yield Reactants: CCOC(COc1cccc(CN2CCC3(CC2)CN(C(=O)c2csc(C(C)C)n2)CCO3)c1)OCC, CC(=O)O, O. The product is CC(C)c1nc(C(=O)N2CCOC3(CCN(Cc4cccc(OCC=O)c4)CC3)C2)cs1. RXN SMILES: [CH2:1]([O:3][CH:4]([O:2][CH2:35][CH3:36])[CH2:5][O:6][c:7]1[cH:8][c:9]([CH2:10][N:11]2[CH2:12][CH2:13][C:14]3([CH2:15][N:16]([C:20](=[O:21])[c:22]4[n:23][c:24]([CH:27]([CH3:28])[CH3:29])[s:25][cH:26]4)[CH2:17][CH2:18][O:19]3)[CH2:30][CH2:31]2)[cH:32][cH:33][cH:34]1)[CH3:37].[CH3:39][C:40](=[O:41])[OH:42].[OH2:38]>>[O:3]=[CH:4][CH2:5][O:6][c:7]1[cH:8][c:9]([CH2:10][N:11]2[CH2:12][CH2:13][C:14]3([CH2:15][N:16]([C:20](=[O:21])[c:22]4[n:23][c:24]([CH:27]([CH3:28])[CH3:29])[s:25][cH:26]4)[CH2:17][CH2:18][O:19]3)[CH2:30][CH2:31]2)[cH:32][cH:33][cH:34]1. Starting materials: C(C1=CC=CC=C1)OCCCCCCC(C(=O)OCCCCCCCCCCCCCCCCOC1=CC=C(C=C1)C1=C(C(=CC=C1)F)F)CCCCCCOCC1=CC=CC=C1 (16-[2,3-difluorobiphenyl-4'-yl]oxyhexadecyl 2,2-bis(6-benzyloxyhexyl)acetate). The reagents and catalysts are [Pd] (Pd-C). Run in O1CCCC1 (tetrahydrofuran). Conditions: time 2 day. The product is OCCCCCCC(C(=O)OCCCCCCCCCCCCCCCCOC1=CC=C(C=C1)C1=C(C(=CC=C1)F)F)CCCCCCO (16-[2,3-difluorobiphenyl-4'-yl]oxyhexadecyl 2,2-bis(6-hydroxyhexyl)acetate). Isolated yield 84.8%. Reaction SMILES: C([O:8][CH2:9][CH2:10][CH2:11][CH2:12][CH2:13][CH2:14][CH:15]([CH2:50][CH2:51][CH2:52][CH2:53][CH2:54][CH2:55][O:56]CC1C=CC=CC=1)[C:16]([O:18][CH2:19][CH2:20][CH2:21][CH2:22][CH2:23][CH2:24][CH2:25][CH2:26][CH2:27][CH2:28][CH2:29][CH2:30][CH2:31][CH2:32][CH2:33][CH2:34][O:35][C:36]1[CH:41]=[CH:40][C:39]([C:42]2[CH:47]=[CH:46][CH:45]=[C:44]([F:48])[C:43]=2[F:49])=[CH:38][CH:37]=1)=[O:17])C1C=CC=CC=1>[Pd].O1CCCC1>[OH:56][CH2:55][CH2:54][CH2:53][CH2:52][CH2:51][CH2:50][CH:15]([CH2:14][CH2:13][CH2:12][CH2:11][CH2:10][CH2:9][OH:8])[C:16]([O:18][CH2:19][CH2:20][CH2:21][CH2:22][CH2:23][CH2:24][CH2:25][CH2:26][CH2:27][CH2:28][CH2:29][CH2:30][CH2:31][CH2:32][CH2:33][CH2:34][O:35][C:36]1[CH:37]=[CH:38][C:39]([C:42]2[CH:47]=[CH:46][CH:45]=[C:44]([F:48])[C:43]=2[F:49])=[CH:40][CH:41]=1)=[O:17]. Procedure details: First, 5.8 g of 16-[2,3-difluorobiphenyl-4'-yl]oxyhexadecyl 2,2-bis(6-benzyloxyhexyl)acetate, 1.8 g of 10% Pd-C, and 100 ml of tetrahydrofuran were placed in a 300 ml autoclave. The mixture was stirred at room temperature for 2 days under a hydrogen pressure of 10 kg/cm2. A catalyst was filtered away and a filtrate was concentrated. Thereafter, the residue was purified by silica gel column chromatography (eluent: toluene/ethyl acetate=7/3) to obtain 3.9 g of 16-[2,3-difluorobiphenyl-4'-yl]oxyhex... Starting materials: C(C1=CC=CC=C1)OC1=CC=C(C(=C1C(C)=O)O)OC1=C2CCCC2=C(C=C1C)[N+](=O)[O-] (1-[6-benzyloxy-2-hydroxy-3-(5-methyl-7-nitroindan-4-yloxy)phenyl]ethanone), C(NN)(=O)OCC (ethyl carbazate), CCCCCC (hexane). Run in C(CC)O (n-propanol). Reaction conditions: temperature 75 celsius, time 8 hour. Yields the product C(C1=CC=CC=C1)OC1=CC=C(C(=C1C(C)=NNC(=O)OCC)O)OC1=C2CCCC2=C(C=C1C)[N+](=O)[O-] (ethyl N′-{1-[6-benzyloxy-2-hydroxy-3-(5-methyl-7-nitroindan-4-yloxy)phenyl]ethylidene}hydrazinecarboxate). The yield is 64.5%. Reaction SMILES: [CH2:1]([O:8][C:9]1[C:14]([C:15](=O)[CH3:16])=[C:13]([OH:18])[C:12]([O:19][C:20]2[C:28]([CH3:29])=[CH:27][C:26]([N+:30]([O-:32])=[O:31])=[C:25]3[C:21]=2[CH2:22][CH2:23][CH2:24]3)=[CH:11][CH:10]=1)[C:2]1[CH:7]=[CH:6][CH:5]=[CH:4][CH:3]=1.[C:33]([O:37][CH2:38][CH3:39])(=[O:36])[NH:34][NH2:35].CCCCCC>C(O)CC>[CH2:1]([O:8][C:9]1[C:14]([C:15](=[N:35][NH:34][C:33]([O:37][CH2:38][CH3:39])=[O:36])[CH3:16])=[C:13]([OH:18])[C:12]([O:19][C:20]2[C:28]([CH3:29])=[CH:27][C:26]([N+:30]([O-:32])=[O:31])=[C:25]3[C:21]=2[CH2:22][CH2:23][CH2:24]3)=[CH:11][CH:10]=1)[C:2]1[CH:3]=[CH:4][CH:5]=[CH:6][CH:7]=1. Procedure: To a solution of 1-[6-benzyloxy-2-hydroxy-3-(5-methyl-7-nitroindan-4-yloxy)phenyl]ethanone (1.50 g) in n-propanol (15 mL) was added ethyl carbazate (432 mg). The mixture was stirred under an argon atmosphere at 75° C. overnight and cooled to room temperature. Adding hexane (30 mL), the reaction mixture was stirred for 1 hour. The precipitate was filtrated to give ethyl N′-{1-[6-benzyloxy-2-hydroxy-3-(5-methyl-7-nitroindan-4-yloxy)phenyl]ethylidene}hydrazinecarboxate (1.16 g).